From a dataset of the Open Reaction Database (ORD), a public repository of structured organic reaction records. describe an organic reaction: reactants, conditions, products, and yield The reactants are ClC=1C2=C(N=CN1)C=CS2 (4-Chlorothieno[3,2-d]pyrimidine), C1(CCCCC1)COC1=CC=C(N)C=C1 (4-cyclohexylmethoxy-aniline). Run in CC(C)O (2-propanol). Yields the product Cl.C1(CCCCC1)COC1=CC=C(NC=2C3=C(N=CN2)C=CS3)C=C1 (4-(4-Cyclohexylmethoxyanilino)thieno[3,2-d]pyrimidine hydrochloride). The yield is 68.0%. As a reaction SMILES: [Cl:1][C:2]1[C:3]2[S:10][CH:9]=[CH:8][C:4]=2[N:5]=[CH:6][N:7]=1.[CH:11]1([CH2:17][O:18][C:19]2[CH:25]=[CH:24][C:22]([NH2:23])=[CH:21][CH:20]=2)[CH2:16][CH2:15][CH2:14][CH2:13][CH2:12]1>CC(O)C>[ClH:1].[CH:11]1([CH2:17][O:18][C:19]2[CH:25]=[CH:24][C:22]([NH:23][C:2]3[C:3]4[S:10][CH:9]=[CH:8][C:4]=4[N:5]=[CH:6][N:7]=3)=[CH:21][CH:20]=2)[CH2:12][CH2:13][CH2:14][CH2:15][CH2:16]1 |f:3.4|. Procedure: 4-Chlorothieno[3,2-d]pyrimidine (0.171 g, 1.00 mmol) and 4-cyclohexylmethoxy-aniline (prepared according to the published method: WO 96/09294) (0.205 g, 1.00 mmol) were reacted in 2-propanol (5 ml) for 5 hours, according to Procedure A. The product was obtained as cream prisms (0.255 g, 68%) with m.p. 232-233° C.; (Found: C, 60.65; H, 5.68; N, 11.25. C19H21N3OS.HCl requires: C, 60.71; H, 5.90; N, 11.23%); δH [2H6]-DMSO 11.11 (1H, br s, NH), 8.71 (1H, s, 2-H), 8.41 (1H, d, J 7,6 H or 7 H) 7.44-7.... The reactants are OC1=C(C=C(C=C1)O)C(C)=O (2',5'-dihydroxyacetophenone), N1=CC(=CC=C1)C(=O)Cl (3-pyridylcarbonyl chloride), OC1CCNCC1 (4-hydroxypiperidine). Reaction SMILES: [OH:1][C:2]1[CH:7]=[CH:6][C:5]([OH:8])=[CH:4][C:3]=1[C:9](=[O:11])[CH3:10].[N:12]1[CH:17]=[CH:16][CH:15]=[C:14]([C:18]([Cl:20])=O)[CH:13]=1.[OH:21][CH:22]1[CH2:27][CH2:26][NH:25][CH2:24][CH2:23]1>>[ClH:20].[OH:21][CH:22]1[CH2:27][CH2:26][N:25]([CH2:6][CH2:7][CH2:2][CH2:3][CH2:4][CH2:5][O:8][C:5]2[CH:6]=[CH:7][C:2]3[O:1][C:18]([C:14]4[CH:13]=[N:12][CH:17]=[CH:16][CH:15]=4)=[CH:10][C:9](=[O:11])[C:3]=3[CH:4]=2)[CH2:24][CH2:23]1 |f:3.4|. The product is Cl.OC1CCN(CC1)CCCCCCOC=1C=CC2=C(C(C=C(O2)C=2C=NC=CC2)=O)C1 (6-[6-(4-Hydroxypiperidinyl)hexoxy]-2-(3-pyridyl)-4H-1-benzopyran-4-one hydrochloride). Reported procedure: The compound was prepared by the method of Example 11 from 2',5'-dihydroxyacetophenone, 3-pyridylcarbonyl chloride, and 4-hydroxypiperidine: The reactants are CCOC(=O)C1=C(c2ccccc2)c2ccc(OC)cc2C1(O)c1ccccc1, C1CCOC1, CCO, [Na+], [OH-]. Yields the product COc1ccc2c(c1)C(O)(c1ccccc1)C(C(=O)O)=C2c1ccccc1. As a reaction SMILES: [CH2:1]([CH3:2])[O:3][C:4](=[O:5])[C:6]1=[C:14]([c:15]2[cH:16][cH:17][cH:18][cH:19][cH:20]2)[c:13]2[c:8]([cH:9][c:10]([O:21][CH3:22])[cH:11][cH:12]2)[C:7]1([c:23]1[cH:24][cH:25][cH:26][cH:27][cH:28]1)[OH:29].[CH2:32]1[O:33][CH2:34][CH2:35][CH2:36]1.[CH3:37][CH2:38][OH:39].[Na+:31].[OH-:30]>>[O:3]=[C:4]([OH:5])[C:6]1=[C:14]([c:15]2[cH:16][cH:17][cH:18][cH:19][cH:20]2)[c:13]2[c:8]([cH:9][c:10]([O:21][CH3:22])[cH:11][cH:12]2)[C:7]1([c:23]1[cH:24][cH:25][cH:26][cH:27][cH:28]1)[OH:29]. Starting materials: C(C)(C)(C)C1=CC=C(C=C1)C1=CC(=CC(=C1)/C=C/COC1=CC=C(C=C1)C[C@@H](C(=O)OCC)OCC)C1=CC=C(C=C1)C(C)(C)C ((E)-(S)-Ethyl 3-{4-[3-(4,4″-Di-tert-butyl-[1,1′;3′,1″]terphenyl-5′-yl)-allyloxy]-phenyl}-2-ethoxy-propionate), [OH-].[Na+] (sodium hydroxide). The product is C(C)(C)(C)C1=CC=C(C=C1)C1=CC(=CC(=C1)/C=C/COC1=CC=C(C=C1)C[C@@H](C(=O)O)OCC)C1=CC=C(C=C1)C(C)(C)C ((E)-(S)-3-{4-[3-(4,4″-di-tert-butyl-[1,1′;3′,1″]terphenyl-5′-yl)-allyloxy]-phenyl}-2-ethoxy-propionic acid). Isolated yield 85.8%. As a reaction SMILES: [C:1]([C:5]1[CH:10]=[CH:9][C:8]([C:11]2[CH:16]=[C:15](/[CH:17]=[CH:18]/[CH2:19][O:20][C:21]3[CH:26]=[CH:25][C:24]([CH2:27][C@H:28]([O:34][CH2:35][CH3:36])[C:29]([O:31]CC)=[O:30])=[CH:23][CH:22]=3)[CH:14]=[C:13]([C:37]3[CH:42]=[CH:41][C:40]([C:43]([CH3:46])([CH3:45])[CH3:44])=[CH:39][CH:38]=3)[CH:12]=2)=[CH:7][CH:6]=1)([CH3:4])([CH3:3])[CH3:2].[OH-].[Na+]>>[C:1]([C:5]1[CH:6]=[CH:7][C:8]([C:11]2[CH:16]=[C:15](/[CH:17]=[CH:18]/[CH2:19][O:20][C:21]3[CH:26]=[CH:25][C:24]([CH2:27][C@H:28]([O:34][CH2:35][CH3:36])[C:29]([OH:31])=[O:30])=[CH:23][CH:22]=3)[CH:14]=[C:13]([C:37]3[CH:42]=[CH:41][C:40]([C:43]([CH3:44])([CH3:46])[CH3:45])=[CH:39][CH:38]=3)[CH:12]=2)=[CH:9][CH:10]=1)([CH3:4])([CH3:2])[CH3:3] |f:1.2|. Reported procedure: The title compound was prepared from (E)-(S)-ethyl 3-{4-[3-(4,4″-di-tert-butyl-[1,1′;3′,1″]terphenyl-5′-yl)-allyloxy]-phenyl}-2-ethoxy-propionate (example 121) (345 mg, 0.56 mmol) and sodium hydroxide (1M, 1.1 ml, 1.1 mmol) by a procedure analogous to that described in example 51, yielding (E)-(S)-3-{4-[3-(4,4″-di-tert-butyl-[1,1′;3′,1″]terphenyl-5′-yl)-allyloxy]-phenyl}-2-ethoxy-propionic acid (284 mg, 86%) as a colourless foam. Reactants: OC1=CC=C(CC2C(NC(S2)=O)=O)C=C1 (5-(4-hydroxy-benzyl)thiazolidine-2,4-dione), [H-].[Na+] (sodium hydride), BrCCC1OCCO1 (2-(2-bromoethyl)-1,3-dioxolane). Run in CN(C=O)C (dimethylformamide). Yields the product O1C(OCC1)CCOC1=CC=C(CC2C(NC(S2)=O)=O)C=C1 (5-{4-[2-(1,3-Dioxolan-2-yl)ethoxy]benzyl}-thiazolidine-2,4-dione). RXN SMILES: [OH:1][C:2]1[CH:15]=[CH:14][C:5]([CH2:6][CH:7]2[S:11][C:10](=[O:12])[NH:9][C:8]2=[O:13])=[CH:4][CH:3]=1.[H-].[Na+].Br[CH2:19][CH2:20][CH:21]1[O:25][CH2:24][CH2:23][O:22]1>CN(C)C=O>[O:22]1[CH2:23][CH2:24][O:25][CH:21]1[CH2:20][CH2:19][O:1][C:2]1[CH:15]=[CH:14][C:5]([CH2:6][CH:7]2[S:11][C:10](=[O:12])[NH:9][C:8]2=[O:13])=[CH:4][CH:3]=1 |f:1.2|. Procedure details: A procedure similar to that described in Preparation 46 was repeated, except that 15.0 g of 5-(4-hydroxy-benzyl)thiazolidine-2,4-dione, 8.80 g of sodium hydride (as a 55% by weight dispersion in mineral oil), 17 ml of 2-(2-bromoethyl)-1,3-dioxolane and 80 ml of dimethylformamide were used, and that the product was purified by column chromatography through silica gel, using a 1:1 by volume mixture of hexane and ethyl acetate as the eluent, to give 6.67 g of the title compound, melting at 102°-104...